Dataset: the Open Reaction Database (ORD), a public repository of structured organic reaction records. Task: describe an organic reaction: reactants, conditions, products, and yield The reactants are O (Water), Cl (hydrochloric acid), C(C)OC(CN(C)C)OCC (dimethylaminoacetaldehyde diethyl acetal), S(=O)([O-])OS(=O)[O-].[Na+].[Na+] (Sodium disulfite). Solvent: C(C)O (ethanol). Run at time 3 hour. The product is S(=O)(O)OS(=O)O.CN(C)CC=O (Dimethylaminoacetaldehyde Disulfite). As a reaction SMILES: O.Cl.C([O:5][CH:6](OCC)[CH2:7][N:8]([CH3:10])[CH3:9])C.[S:14]([O:17][S:18]([O-:20])=[O:19])([O-:16])=[O:15].[Na+].[Na+]>C(O)C>[S:14]([O:17][S:18]([OH:20])=[O:19])([OH:16])=[O:15].[CH3:9][N:8]([CH2:7][CH:6]=[O:5])[CH3:10] |f:3.4.5,7.8|. Procedure details: Water (1 mL) and concentrated hydrochloric acid (2.4 mL) were added to dimethylaminoacetaldehyde diethyl acetal (2.00 g) and heating was carried out for 3 hours at 40° C. Sodium disulfite (3.0 M aqueous solution, 3.6 mL) and ethanol (10 mL) were added on an ice bath and stirring was performed for 1 hour and 30 minutes at room temperature. Filtration was carried out followed by concentration. The resulting residue was evaporated to dryness under reduced pressure at 60° C. to obtain the title comp... Starting materials: C(CCCCCCCCCCCCCCC)O (1-hexadecanol), C(C)OCC (diethyl ether), [Cr](=O)(=O)([O-])Cl.[NH+]1=CC=CC=C1 (pyridinium chlorochromate), C(C)(=O)[O-].[Na+] (sodium acetate). Run in C(Cl)Cl (methylene chloride), C(Cl)Cl (methylene chloride). Conditions: time 3 hour. Product: C(CCCCCCCCCCCCCCC)=O (hexadecanal). RXN SMILES: [CH2:1]([OH:17])[CH2:2][CH2:3][CH2:4][CH2:5][CH2:6][CH2:7][CH2:8][CH2:9][CH2:10][CH2:11][CH2:12][CH2:13][CH2:14][CH2:15][CH3:16].[Cr](Cl)([O-])(=O)=O.[NH+]1C=CC=CC=1.C([O-])(=O)C.[Na+].C(OCC)C>C(Cl)Cl>[CH:1](=[O:17])[CH2:2][CH2:3][CH2:4][CH2:5][CH2:6][CH2:7][CH2:8][CH2:9][CH2:10][CH2:11][CH2:12][CH2:13][CH2:14][CH2:15][CH3:16] |f:1.2,3.4|. Procedure details: A solution comprising 10 g (85 mmole) of 1-hexadecanol in 100 ml of methylene chloride was added to a mixture comprising 10 g (139 mmole) of pyridinium chlorochromate, 30 g of celite and 12.0 g (146 mmole) of anhydrous sodium acetate in 400 ml of methylene chloride in a dropwise fashion. Following addition, the reaction mixture was stirred at room temperature for three hours then 300 ml of diethyl ether was added. The reaction mixture was filtered and a precipitate was collected and washed with ... The reactants are C(#N)CNC(=O)[C@H]1[C@@H](CCCC1)CO ((1R,2R)-N-(cyanomethyl)-2-(hydroxymethyl)cyclohexanecarboxamide), C1(=CC=C(C=C1)S(=O)(=O)Cl)C (4-toluenesulfonyl chloride), N1=CC=CC=C1 (pyridine). Run in C(C)#N (acetonitrile). Reaction conditions: time 5 hour. The product is CC1=CC=C(C=C1)S(=O)(=O)OC[C@H]1[C@@H](CCCC1)C(=O)NCC#N (((1R,2R)-2-{[(cyanomethyl)amino]carbonyl}cyclohexyl)methyl 4-methylbenzenesulfonate). RXN SMILES: [C:1]([CH2:3][NH:4][C:5]([C@@H:7]1[CH2:12][CH2:11][CH2:10][CH2:9][C@H:8]1[CH2:13][OH:14])=[O:6])#[N:2].[C:15]1([CH3:25])[CH:20]=[CH:19][C:18]([S:21](Cl)(=[O:23])=[O:22])=[CH:17][CH:16]=1.N1C=CC=CC=1>C(#N)C>[CH3:25][C:15]1[CH:20]=[CH:19][C:18]([S:21]([O:14][CH2:13][C@@H:8]2[CH2:9][CH2:10][CH2:11][CH2:12][C@H:7]2[C:5]([NH:4][CH2:3][C:1]#[N:2])=[O:6])(=[O:23])=[O:22])=[CH:17][CH:16]=1. Procedure: To (1R,2R)-N-(cyanomethyl)-2-(hydroxymethyl)cyclohexanecarboxamide (62 mg, 0.31 mmol) in a 4 mL sample vial was added 4-toluenesulfonyl chloride (73 mg, 0.38 mmol), 0.63 mL acetonitrile and pyridine (33 SL, 0.41 mmol). The reaction mixture was stirred at ambient temperature for 5 h after which the solvent was removed on a rotary evaporator. Chromatography of the residue on silica gel with 4:96 methanol:chloroform as eluent provided ((1R,2R)-2-{[(cyanomethyl)amino]carbonyl}cyclohexyl)methyl 4-met... Starting materials: CNC(=O)C(=O)c1ccccc1COc1cc(C)ccc1C, CO, NO, O=S(=O)(O)O. Yields the product CNC(=O)C(=NO)c1ccccc1COc1cc(C)ccc1C. Reaction SMILES: [CH3:1][NH:2][C:3]([C:4](=[O:5])[c:6]1[c:7]([CH2:12][O:13][c:14]2[c:15]([CH3:21])[cH:16][cH:17][c:18]([CH3:20])[cH:19]2)[cH:8][cH:9][cH:10][cH:11]1)=[O:22].[CH3:30][OH:31].[NH2:28][OH:29].[S:23]([OH:24])([OH:25])(=[O:26])=[O:27]>>[CH3:1][NH:2][C:3]([C:4]([c:6]1[c:7]([CH2:12][O:13][c:14]2[c:15]([CH3:21])[cH:16][cH:17][c:18]([CH3:20])[cH:19]2)[cH:8][cH:9][cH:10][cH:11]1)=[N:28][OH:29])=[O:22]. Starting materials: FC=1C=C2C=C(N=CC2=CC1)OS(=O)(=O)C(F)(F)F (trifluoromethanesulfonic acid 6-fluoroisoquinolin-3-yl ester), OC=1N=CC2=C(C=CC=C2C1)C#N (3-hydroxyisoquinoline-8-carbonitrile). The product is C(#N)C=1C=CC=C2C=C(N=CC12)OS(=O)(=O)C(F)(F)F (Trifluoromethanesulfonic Acid 8-cyanoisoquinolin-3-yl ester). Reaction SMILES: F[C:2]1[CH:3]=[C:4]2[C:9](=[CH:10][CH:11]=1)[CH:8]=[N:7][C:6]([O:12][S:13]([C:16]([F:19])([F:18])[F:17])(=[O:15])=[O:14])=[CH:5]2.O[C:21]1[N:22]=CC2C(C=1)=CC=CC=2C#N>>[C:21]([C:10]1[CH:11]=[CH:2][CH:3]=[C:4]2[C:9]=1[CH:8]=[N:7][C:6]([O:12][S:13]([C:16]([F:19])([F:18])[F:17])(=[O:15])=[O:14])=[CH:5]2)#[N:22]. Procedure details: Following the procedure for trifluoromethanesulfonic acid 6-fluoroisoquinolin-3-yl ester, using 3-hydroxyisoquinoline-8-carbonitrile in place of 6-fluoroisoquinolin-3-ol, the title compound was obtained as a yellow solid. MS (ES+): m/z=303.04 [MH+]. HPLC: tR=3.55 min (ZQ2, polar—5 min). Reactants: C1(CCCC2=CC=CC=C12)=O (tetralone), COC=1C=C2CCCC(C2=CC1)=O (6-methoxy-1-tetralone), C(C1=CC=CC=C1)=O (benzaldehyde), N1CCCC1 (pyrrolidine). The solvent is CO (methanol). Reaction conditions: time 4 day. The product is C(C1=CC=CC=C1)=C1C(C2=CC=C(C=C2CC1)OC)=O (2-Benzylidene-6-methoxy-3,4-dihydro-2H-naphthalen-1-one). Isolated yield 63.3%. Reaction SMILES: [CH3:1][O:2][C:3]1[CH:4]=[C:5]2[C:10](=[CH:11][CH:12]=1)[C:9](=[O:13])[CH2:8][CH2:7][CH2:6]2.[CH:14](=O)[C:15]1[CH:20]=[CH:19][CH:18]=[CH:17][CH:16]=1.N1CCCC1.C1(=O)C2C(=CC=CC=2)CCC1>CO>[CH:14](=[C:8]1[CH2:7][CH2:6][C:5]2[C:10](=[CH:11][CH:12]=[C:3]([O:2][CH3:1])[CH:4]=2)[C:9]1=[O:13])[C:15]1[CH:20]=[CH:19][CH:18]=[CH:17][CH:16]=1. Procedure: To a stirred solution of 6-methoxy-1-tetralone (0.227 mol, 40 gm) and benzaldehyde (0.272 mol, 27.5 mL) in 450 mL of methanol was added pyrrolidine (0.272 mol, 23.6 mL). The mixture was stirred at room temperature for about 4 days until TLC indicated that no starting tetralone was present. The mixture was concentrated in vacuo, then dissolved in EtOAc, washed with four portions of 10% HCl, two portions of saturated NaHCO3 solution, and one portion of brine. The solvent was removed in vacuo and t... Starting materials: CCOC(=O)Cn1ccc2ccc(OCc3cc(-c4ccc(OC(F)(F)F)cc4)n(C)n3)cc21, [Li+], [OH-]. Product: Cn1nc(COc2ccc3ccn(CC(=O)O)c3c2)cc1-c1ccc(OC(F)(F)F)cc1. Reaction SMILES: [CH2:1]([CH3:2])[O:3][C:4]([CH2:5][n:6]1[cH:7][cH:8][c:9]2[cH:10][cH:11][c:12]([O:15][CH2:16][c:17]3[n:18][n:19]([CH3:33])[c:20](-[c:22]4[cH:23][cH:24][c:25]([O:28][C:29]([F:30])([F:31])[F:32])[cH:26][cH:27]4)[cH:21]3)[cH:13][c:14]12)=[O:34].[Li+:36].[OH-:35]>>[O:3]=[C:4]([CH2:5][n:6]1[cH:7][cH:8][c:9]2[cH:10][cH:11][c:12]([O:15][CH2:16][c:17]3[n:18][n:19]([CH3:33])[c:20](-[c:22]4[cH:23][cH:24][c:25]([O:28][C:29]([F:30])([F:31])[F:32])[cH:26][cH:27]4)[cH:21]3)[cH:13][c:14]12)[OH:34]. Yields the product COC(=O)CNc1ccc(OC)cc1OC. Reactants: COC(=O)CBr, O=C([O-])[O-], COc1ccc(N)c(OC)c1, [K+], [K+], CN(C)C=O, O. As a reaction SMILES: [Br:18][CH2:19][C:20](=[O:21])[O:22][CH3:23].[C:12](=[O:13])([O-:14])[O-:15].[CH3:1][O:2][c:3]1[c:4]([NH2:5])[cH:6][cH:7][c:8]([O:10][CH3:11])[cH:9]1.[K+:16].[K+:17].[O:25]=[CH:26][N:27]([CH3:28])[CH3:29].[OH2:24]>>[CH3:1][O:2][c:3]1[c:4]([NH:5][CH2:19][C:20](=[O:21])[O:22][CH3:23])[cH:6][cH:7][c:8]([O:10][CH3:11])[cH:9]1. Reactants: COC([C@@H](NC([C@H]1N(CCC1)S(=O)(=O)C1=CC=C(C=C1)C)=O)CC1=CC=C(C=C1)O)=O (N-(toluene-4-sulfonyl)-L-prolyl-L-tyrosine methyl ester), N-Boc-3-piperidinemethyl tosylate, C([O-])([O-])=O.[K+].[K+] (potassium carbonate), [I-].[Na+] (sodium iodide). The solvent is CC(CC)=O (2-butanone). The product is COC([C@@H](N)CC1=CC=C(C=C1)O)=O (L-tyrosine methyl ester). As a reaction SMILES: [CH3:1][O:2][C:3](=[O:31])[C@H:4]([CH2:23][C:24]1[CH:29]=[CH:28][C:27]([OH:30])=[CH:26][CH:25]=1)[NH:5]C(=O)[C@@H]1CCCN1S(C1C=CC(C)=CC=1)(=O)=O.C(=O)([O-])[O-].[K+].[K+].[I-].[Na+]>CC(=O)CC>[CH3:1][O:2][C:3](=[O:31])[C@H:4]([CH2:23][C:24]1[CH:25]=[CH:26][C:27]([OH:30])=[CH:28][CH:29]=1)[NH2:5] |f:1.2.3,4.5|. Procedure: N-(Toluene-4-sulfonyl)-L-prolyl-O-[(1-tert-butoxycarbonyl)-piperidin-3-yl)methyl]-L-tyrosine methyl ester was prepared via O-alkylation of N-(toluene-4-sulfonyl)-L-prolyl-L-tyrosine methyl ester with N-Boc-3-piperidinemethyl tosylate in refluxing 2-butanone in the presence of potassium carbonate and sodium iodide to provide a solid, mp=60-62° C.